From a dataset of the Open Reaction Database (ORD), a public repository of structured organic reaction records. describe an organic reaction: reactants, conditions, products, and yield Reactants: CCOC(=O)/N=N/C(=O)OCC (DEAD), BrC=1C=CC(=C(C1)C=1C(=CC=CC1F)O)F (5′-Bromo-2′,6-difluoro-[1,1′-biphenyl]-2-ol), C[C@H](CC=C)O ((R)-pent-4-en-2-ol), C1=CC=C(C=C1)P(C2=CC=CC=C2)C3=CC=CC=C3 (Ph3P). The solvent is C1CCOC1 (THF). Run at time 8 hour. Product: BrC=1C=CC(=C(C1)C1=C(C=CC=C1O[C@@H](C)CC=C)F)F (5-bromo-2,2′-difluoro-6′-((S)-pent-4-en-2-yloxy)-1,1′-biphenyl). Isolated yield 77.8%. Reaction SMILES: [Br:1][C:2]1[CH:3]=[CH:4][C:5]([F:16])=[C:6]([C:8]2[C:9]([OH:15])=[CH:10][CH:11]=[CH:12][C:13]=2[F:14])[CH:7]=1.[CH3:17][C@@H:18](O)[CH2:19][CH:20]=[CH2:21].C1C=CC(P(C2C=CC=CC=2)C2C=CC=CC=2)=CC=1.CCOC(/N=N/C(OCC)=O)=O>C1COCC1>[Br:1][C:2]1[CH:3]=[CH:4][C:5]([F:16])=[C:6]([C:8]2[C:9]([O:15][C@H:20]([CH2:19][CH:18]=[CH2:17])[CH3:21])=[CH:10][CH:11]=[CH:12][C:13]=2[F:14])[CH:7]=1. Procedure details: 5′-Bromo-2′,6-difluoro-[1,1′-biphenyl]-2-ol (520 mg, 1.82 mmol., 1.0 equiv) were mixed with (R)-pent-4-en-2-ol (314 mg, 3.65 mmol, 2.0 equiv) and Ph3P (957 mg, 3.65 mmol, 2.0 equiv) in THF (6 mL). To this solution was added DEAD (1661 μl, 3.65 mmol, 2.0 equiv) dropwise and stirred overnight. The solution was mixed with silica gel and concentrated and purified by 40 g ISCO column with 0-10% EtOAc/hexane to afford 5-bromo-2,2′-difluoro-6′-((S)-pent-4-en-2-yloxy)-1,1′-biphenyl (500 mg, 78%). 1H NMR...